From a dataset of the Open Reaction Database (ORD), a public repository of structured organic reaction records. describe an organic reaction: reactants, conditions, products, and yield Starting materials: NC=1C=C2C(=CNC2=CC1)C1CCN(CC1)C (5-amino-3-(1-methylpiperidin-4-yl)-1H-indole), IC=1C=C(C(=O)O)C=CC1 (3-iodobenzoic acid). Product: IC=1C=C(C(=O)NC=2C=C3C(=CNC3=CC2)C2CCN(CC2)C)C=CC1 (5-(3-iodobenzoyl)amino-3-(1-methylpiperidin-4-yl)-1H-indole). The yield is 78.7%. As a reaction SMILES: [NH2:1][C:2]1[CH:3]=[C:4]2[C:8](=[CH:9][CH:10]=1)[NH:7][CH:6]=[C:5]2[CH:11]1[CH2:16][CH2:15][N:14]([CH3:17])[CH2:13][CH2:12]1.[I:18][C:19]1[CH:20]=[C:21]([CH:25]=[CH:26][CH:27]=1)[C:22](O)=[O:23]>>[I:18][C:19]1[CH:20]=[C:21]([CH:25]=[CH:26][CH:27]=1)[C:22]([NH:1][C:2]1[CH:3]=[C:4]2[C:8](=[CH:9][CH:10]=1)[NH:7][CH:6]=[C:5]2[CH:11]1[CH2:16][CH2:15][N:14]([CH3:17])[CH2:13][CH2:12]1)=[O:23]. Reported procedure: Beginning with 10.0 mg (0.044 mMol) 5-amino-3-(1-methylpiperidin-4-yl)-1H-indole and 32.0 mg (0.131 mMol) 3-iodobenzoic acid, 15.9 mg (80%) of the title compound were recovered. The reactants are COC1=CC=C(C(=O)Cl)C=C1 (4-methoxybenzoyl chloride), [OH-].[Li+] (lithium hydroxide), OC1=C(C=CC(=C1)O)C(C)=O (2′,4′-dihydroxyacetophenone), ice, Cl (HCl). Solvent: C1CCOC1 (THF), C1CCOC1 (THF). Conditions: temperature -10 celsius, time 2 hour. Yields the product COC1=CC=C(C=2OC3=CC(=CC=C3C(C2)=O)O)C=C1 (4′-methoxy-7-hydroxyflavone). As a reaction SMILES: [OH-].[Li+].[OH:3][C:4]1[CH:9]=[C:8]([OH:10])[CH:7]=[CH:6][C:5]=1[C:11](=[O:13])[CH3:12].[CH3:14][O:15][C:16]1[CH:24]=[CH:23][C:19]([C:20](Cl)=O)=[CH:18][CH:17]=1.Cl>C1COCC1>[CH3:14][O:15][C:16]1[CH:24]=[CH:23][C:19]([C:20]2[O:3][C:4]3[C:5]([C:11](=[O:13])[CH:12]=2)=[CH:6][CH:7]=[C:8]([OH:10])[CH:9]=3)=[CH:18][CH:17]=1 |f:0.1|. Procedure: Dry, pulverulent lithium hydroxide (38.7 mmol, 3 equivalents) is added in one portion to a well-stirred solution of 2′,4′-dihydroxyacetophenone (12.9 mmol) in dry THF (15 ml) at −78° C. under an argon atmosphere. The reaction mixture is stirred at −78° C. for one hour and subsequently at −10° C. for two hours. After re-cooling it −78° C., a solution of 4-methoxybenzoyl chloride (14.2 mmol) in THF (20 ml) is added in one portion. The mixture is stirred at −78° C. for one hour and at room temperat... Starting materials: N1C(=S)N=C(N)C=C1 (thiocytosine), [OH-].[Na+] (sodium hydroxide), ClCCCC=1N=CNC1 (4-(3-chloropropyl)imidazole), O (water). Solvent: CCO (EtOH). The product is NC1=NC(=NC=C1)SCCCC=1N=CNC1 (4-[3-(4-aminopyrimid-2-ylthio)propyl]imidazole). Reaction SMILES: [NH:1]1[CH:8]=[CH:7][C:5]([NH2:6])=[N:4][C:2]1=[S:3].[OH-].[Na+].Cl[CH2:12][CH2:13][CH2:14][C:15]1[N:16]=[CH:17][NH:18][CH:19]=1.O>CCO>[NH2:6][C:5]1[CH:7]=[CH:8][N:1]=[C:2]([S:3][CH2:12][CH2:13][CH2:14][C:15]2[N:16]=[CH:17][NH:18][CH:19]=2)[N:4]=1 |f:1.2|. Procedure details: A mixture of thiocytosine (0.7 g.), sodium hydroxide(0.22 g.) and 4-(3-chloropropyl)imidazole (0.8 g.) was stirred in EtOH (8 ml.) and water (8 ml.) at room temperature for 16 hours and then heated under reflux for 2 hours. The solution was evaporated to dryness and the residue partitioned between dilute aqueous sodium hydroxide (20 ml.) and EtOAc (30 ml.). The EtOAc layer was evaporated to dryness to give 4-[3-(4-aminopyrimid-2-ylthio)propyl]imidazole as a brown gum which was used without furth... The product is FC1=CC2=C(N(C(=N2)C)C2C(CN(CC2)C(=O)OC(C)(C)C)OC)C=C1 (4-(5-fluoro-2-methylbenzimidazol-1-yl)-3-methoxy-Boc-piperidine). The reactants are C(=O)(O)[O-].[Na+] (NaHCO3), FC1=CC2=C(N(C(=N2)C)C2C(CN(CC2)C(=O)OC(C)(C)C)O)C=C1 (4-(5-fluoro-2-methylbenzimidazol-1-yl)-3-hydroxy-Boc-piperidine), IC (Iodomethane), [H-].[Na+] (NaH). Reaction conditions: time 15 minute. The solvent is C1CCOC1 (THF). Reported procedure: 4-(5-fluoro-2-methylbenzimidazol-1-yl)-3-hydroxy-Boc-piperidine (205 mg, 0.59 mmol) mmol) in THF (5 mL) and cooled to 0° C. under Ar. NaH (60% oil dispersion; 32 mg, 0.8 mmol) was added and the reaction mixture was stirred for 15 minutes. Iodomethane (0.8 mmol) was then added. After stirring for 3 hours at rt the reaction mixture was poured into saturated NaHCO3 and extracted three times with ethyl acetate. The combined organic layers were washed with brine and dried over MgSO4. Filtration follo... Reaction SMILES: [F:1][C:2]1[CH:25]=[CH:24][C:5]2[N:6]([CH:10]3[CH2:15][CH2:14][N:13]([C:16]([O:18][C:19]([CH3:22])([CH3:21])[CH3:20])=[O:17])[CH2:12][CH:11]3[OH:23])[C:7]([CH3:9])=[N:8][C:4]=2[CH:3]=1.[H-].[Na+].IC.[C:30]([O-])(O)=O.[Na+]>C1COCC1>[F:1][C:2]1[CH:25]=[CH:24][C:5]2[N:6]([CH:10]3[CH2:15][CH2:14][N:13]([C:16]([O:18][C:19]([CH3:22])([CH3:20])[CH3:21])=[O:17])[CH2:12][CH:11]3[O:23][CH3:30])[C:7]([CH3:9])=[N:8][C:4]=2[CH:3]=1 |f:1.2,4.5|. The yield is 89.0%. The reactants are resultant mixture, C(C)(C)(C)OC(NC1CCC(CC1)NC1=NC=C2C(=N1)N(N=C2C2=CC(=CC=C2)Br)COCC[Si](C)(C)C)=O ({4-[3-(3-bromo-phenyl)-1-(2-trimethylsilanyl-ethoxymethyl)-1H-pyrazolo[3,4-d]pyrimidin-6-ylamino]-cyclohexyl}-carbamic acid tert-butyl ester), S1C=C(C=C1)NC (thiophen-3-yl-methylamine), CN(C)C1=CC=CC=C1C2=CC=CC=C2P(C3CCCCC3)C4CCCCC4 (DavePhos), C(C)(C)(C)O[Na] (t-BuONa). Reagents/catalysts: C=1C=CC(=CC1)/C=C/C(=O)/C=C/C2=CC=CC=C2.C=1C=CC(=CC1)/C=C/C(=O)/C=C/C2=CC=CC=C2.C=1C=CC(=CC1)/C=C/C(=O)/C=C/C2=CC=CC=C2.[Pd].[Pd] (Pd2(dba)3). Run in O1CCOCC1 (1,4-dioxane). Yields the product C(C)(C)(C)OC(NC1CCC(CC1)NC1=NC=C2C(=N1)N(N=C2C2=CC(=CC=C2)NCC2=CSC=C2)COCC[Si](C)(C)C)=O ({4-[3-{3-[(thiophen-3-ylmethyl)-amino]-phenyl}-1-(2-trimethylsilanyl-ethoxymethyl)-1H-pyrazolo[3,4-d]pyrimidin-6-ylamino]-cyclohexyl}-carbamic acid tert-butyl ester). Reaction SMILES: [C:1]([O:5][C:6](=[O:39])[NH:7][CH:8]1[CH2:13][CH2:12][CH:11]([NH:14][C:15]2[N:20]=[C:19]3[N:21]([CH2:31][O:32][CH2:33][CH2:34][Si:35]([CH3:38])([CH3:37])[CH3:36])[N:22]=[C:23]([C:24]4[CH:29]=[CH:28][CH:27]=[C:26](Br)[CH:25]=4)[C:18]3=[CH:17][N:16]=2)[CH2:10][CH2:9]1)([CH3:4])([CH3:3])[CH3:2].[S:40]1[CH:44]=[CH:43][C:42](NC)=[CH:41]1.[CH3:47][N:48](C1C(C2C(P(C3CCCCC3)C3CCCCC3)=CC=CC=2)=CC=CC=1)C.C(O[Na])(C)(C)C>O1CCOCC1.C1C=CC(/C=C/C(/C=C/C2C=CC=CC=2)=O)=CC=1.C1C=CC(/C=C/C(/C=C/C2C=CC=CC=2)=O)=CC=1.C1C=CC(/C=C/C(/C=C/C2C=CC=CC=2)=O)=CC=1.[Pd].[Pd]>[C:1]([O:5][C:6](=[O:39])[NH:7][CH:8]1[CH2:13][CH2:12][CH:11]([NH:14][C:15]2[N:20]=[C:19]3[N:21]([CH2:31][O:32][CH2:33][CH2:34][Si:35]([CH3:38])([CH3:37])[CH3:36])[N:22]=[C:23]([C:24]4[CH:29]=[CH:28][CH:27]=[C:26]([NH:48][CH2:47][C:42]5[CH:43]=[CH:44][S:40][CH:41]=5)[CH:25]=4)[C:18]3=[CH:17][N:16]=2)[CH2:10][CH2:9]1)([CH3:4])([CH3:3])[CH3:2] |f:5.6.7.8.9|. Procedure details: To a stirred solution of {4-[3-(3-bromo-phenyl)-1-(2-trimethylsilanyl-ethoxymethyl)-1H-pyrazolo[3,4-d]pyrimidin-6-ylamino]-cyclohexyl}-carbamic acid tert-butyl ester (from Example 39 supra) (300 mg, 0.48 mmol), thiophen-3-yl-methylamine (66 mg, 0.583 mmol), DavePhos (38 mg, 20 mol %) and t-BuONa (56 mg, 0.58 mmol) in 1,4-dioxane (10 mL), Pd2(dba)3 (28 mg, 0.48 mmol) was added in one portion under N2 atmosphere. The resultant mixture was stirred at 100° C. for 5 hours. The mixture was cooled and ... Reactants: COC=1C(=C2C3CCCCC3C(C(C2=CC1)O)C1=CC=C(C=C1)OC)[N+](=O)[O-] (6-methoxy-10-(4-methoxy-phenyl)-5-nitro-1,2,3,4,4a,9,10,10a-octahydro-phenanthren-9-ol), C1(=CC=C(C=C1)S(=O)(=O)O)C (p-toluene sulfonic acid), C1(=CC=CC=C1)C (toluene). Run in C(C)(=O)OCC (ethyl acetate). Reaction conditions: time 1 hour. The product is COC=1C(=C2C3CCCCC3C(=CC2=CC1)C1=CC=C(C=C1)OC)[N+](=O)[O-] (6-Methoxy-10-(4-methoxy-phenyl)-5-nitro-1,2,3,4,4a,10a-hexahydro-phenanthrene). Yield: 65.0%. RXN SMILES: [CH3:1][O:2][C:3]1[C:4]([N+:26]([O-:28])=[O:27])=[C:5]2[C:14](=[CH:15][CH:16]=1)[CH:13](O)[CH:12]([C:18]1[CH:23]=[CH:22][C:21]([O:24][CH3:25])=[CH:20][CH:19]=1)[CH:11]1[CH:6]2[CH2:7][CH2:8][CH2:9][CH2:10]1.C1(C)C=CC(S(O)(=O)=O)=CC=1.C1(C)C=CC=CC=1>C(OCC)(=O)C>[CH3:1][O:2][C:3]1[C:4]([N+:26]([O-:28])=[O:27])=[C:5]2[C:14](=[CH:15][CH:16]=1)[CH:13]=[C:12]([C:18]1[CH:19]=[CH:20][C:21]([O:24][CH3:25])=[CH:22][CH:23]=1)[CH:11]1[CH:6]2[CH2:7][CH2:8][CH2:9][CH2:10]1. Procedure: Combine 6-methoxy-10-(4-methoxy-phenyl)-5-nitro-1,2,3,4,4a,9,10,10a-octahydro-phenanthren-9-ol (378.6 mg, 0.987 mmol), p-toluene sulfonic acid (38.0 mg, 0.197 mmol), toluene (8 mL), stir, and reflux under nitrogen atmosphere. After 1 hour, cool reaction to ambient temperature, add ethyl acetate, wash sat sodium bicarbonate solution (aq), and then with brine, dry over sodium sulfate, and concentrate in vacuum. Flash chromatograph using 0% to 30% ethyl acetate/hexanes to yield the titled compound ... Reported procedure: To a stirred solution of 20-10 (0.80 g, 1.57 mmol) and diisopropylethylamine (0.823 mL, 4.72 mmol) in dichloromethane (10 mL) at 0° C. was added p-nitrophenyl chloroformate (0.333 g, 1.65 mmol). The solution stirred for 30 minutes and dioxane (10 mL) was added, then refluxed for 4 hours. EtOAc (100 mL) was added and the organics were washed with 10% K2CO3, dried, and concentrated in vacuo. The residue was chromatographed (silica gel, [70:20:10 CHCl3 /EtOAc/MeOH]) to give 20-11. Starting materials: O1CCOCC1 (dioxane), C(C)(C)(C)OC(C[C@@H](C=1C=NC=C(C1)OCC)NCCNCCCC1=NC(=CC=C1)Br)=O (3-{2-[3-(6-Bromo-pyridin-2-yl)-propylamino]-ethylamino}-3(S)-(5-ethoxy-pyridin-3-yl)-propionic acid tert-butyl ester), C(C)(C)N(CC)C(C)C (diisopropylethylamine), ClC(=O)OC1=CC=C(C=C1)[N+](=O)[O-] (p-nitrophenyl chloroformate). Conditions: time 30 minute. The solvent is ClCCl (dichloromethane), CCOC(=O)C (EtOAc). Product: C(C)(C)(C)OC(C[C@@H](C=1C=NC=C(C1)OCC)N1C(N(CC1)CCCC1=NC(=CC=C1)Br)=O)=O (3-{3-[3-(6-Bromo-pyridin-2-yl)-propyl]-2-oxo-imidazolidin-1-yl}-3(S)-(5-ethoxy-pyridin-3-yl)-propionic acid tert-butyl ester). As a reaction SMILES: [C:1]([O:5][C:6](=[O:32])[CH2:7][C@H:8]([NH:18][CH2:19][CH2:20][NH:21][CH2:22][CH2:23][CH2:24][C:25]1[CH:30]=[CH:29][CH:28]=[C:27]([Br:31])[N:26]=1)[C:9]1[CH:10]=[N:11][CH:12]=[C:13]([O:15][CH2:16][CH3:17])[CH:14]=1)([CH3:4])([CH3:3])[CH3:2].C(N(C(C)C)CC)(C)C.Cl[C:43](OC1C=CC([N+]([O-])=O)=CC=1)=[O:44].O1CCOCC1>ClCCl.CCOC(C)=O>[C:1]([O:5][C:6](=[O:32])[CH2:7][C@H:8]([N:18]1[CH2:19][CH2:20][N:21]([CH2:22][CH2:23][CH2:24][C:25]2[CH:30]=[CH:29][CH:28]=[C:27]([Br:31])[N:26]=2)[C:43]1=[O:44])[C:9]1[CH:10]=[N:11][CH:12]=[C:13]([O:15][CH2:16][CH3:17])[CH:14]=1)([CH3:2])([CH3:3])[CH3:4].